Dataset: the Open Reaction Database (ORD), a public repository of structured organic reaction records. Task: describe an organic reaction: reactants, conditions, products, and yield Reactants: CCN(CC)C(=O)c1ccc(NCCNC(C)=O)c([N+](=O)[O-])c1, CCOC(C)=O. Product: CCN(CC)C(=O)c1ccc(NCCNC(C)=O)c(N)c1. As a reaction SMILES: [C:1]([CH3:2])(=[O:3])[NH:4][CH2:5][CH2:6][NH:7][c:8]1[c:9]([N+:21]([O-:22])=[O:23])[cH:10][c:11]([C:12](=[O:13])[N:14]([CH2:15][CH3:16])[CH2:17][CH3:18])[cH:19][cH:20]1.[CH3:24][CH2:25][O:26][C:27]([CH3:28])=[O:29]>>[C:1]([CH3:2])(=[O:3])[NH:4][CH2:5][CH2:6][NH:7][c:8]1[c:9]([NH2:21])[cH:10][c:11]([C:12](=[O:13])[N:14]([CH2:15][CH3:16])[CH2:17][CH3:18])[cH:19][cH:20]1. Starting materials: CCO, Cn1cc(-c2ccc(Cl)nn2)cn1, NN, O. The product is Cn1cc(-c2ccc(NN)nn2)cn1. Reaction SMILES: [CH3:17][CH2:18][OH:19].[Cl:1][c:2]1[n:3][n:4][c:5](-[c:8]2[cH:9][n:10][n:11]([CH3:13])[cH:12]2)[cH:6][cH:7]1.[NH2:15][NH2:16].[OH2:14]>>[c:2]1([NH:15][NH2:16])[n:3][n:4][c:5](-[c:8]2[cH:9][n:10][n:11]([CH3:13])[cH:12]2)[cH:6][cH:7]1. Reactants: CO, O=[N+]([O-])c1cc(CO)ccc1Cl, Cl, [Fe], [Na+], [OH-], O. Yields the product Nc1cc(CO)ccc1Cl. As a reaction SMILES: [CH3:16][OH:17].[Cl:1][c:2]1[c:3]([N+:10]([O-:11])=[O:12])[cH:4][c:5]([CH2:8][OH:9])[cH:6][cH:7]1.[ClH:18].[Fe:19].[Na+:15].[OH-:14].[OH2:13]>>[Cl:1][c:2]1[c:3]([NH2:10])[cH:4][c:5]([CH2:8][OH:9])[cH:6][cH:7]1. The reactants are ClC1=CC=C(S1)C1=CC(=NO1)COS(=O)(=O)C (methanesulfonic acid 5-(5-chloro-thiophen-2-yl)-isoxazol-3-ylmethyl ester), esters, COC(=O)C1=CC2=C(NC(=N2)C(NC2CCN(CC2)C2CC2)=O)C(=C1)C (2-(1-Cyclopropyl-piperidin-4-ylcarbamoyl)-7-methyl-1H-benzoimidazole-5-carboxylic acid methyl ester). The product is ClC1=CC=C(S1)C1=CC(=NO1)CN1C(=NC2=C1C(=CC(=C2)C(=O)O)C)C(NC2CCN(CC2)C2CC2)=O (1-[5-(5-Chloro-thiophen-2-yl)-isoxazol-3-ylmethyl]-2-(1-cyclopropyl-piperidin-4-ylcarbamoyl)-7-methyl-1H-benzoimidazole-5-carboxylic acid), ClC1=CC=C(S1)C1=CC(=NO1)CN1C(=NC2=C1C=C(C=C2C)C(=O)O)C(NC2CCN(CC2)C2CC2)=O (3-[5-(5-Chloro-thiophen-2-yl)-isoxazol-3-ylmethyl]-2-(1-cyclopropyl-piperidin-4-ylcarbamoyl)-7-methyl-3H-benzoimidazole-5-carboxylic acid), title compounds. RXN SMILES: C[O:2][C:3]([C:5]1[CH:25]=[C:24]([CH3:26])[C:8]2[NH:9][C:10]([C:12](=[O:23])[NH:13][CH:14]3[CH2:19][CH2:18][N:17]([CH:20]4[CH2:22][CH2:21]4)[CH2:16][CH2:15]3)=[N:11][C:7]=2[CH:6]=1)=[O:4].[Cl:27][C:28]1[S:32][C:31]([C:33]2[O:37][N:36]=[C:35]([CH2:38]OS(C)(=O)=O)[CH:34]=2)=[CH:30][CH:29]=1>>[Cl:27][C:28]1[S:32][C:31]([C:33]2[O:37][N:36]=[C:35]([CH2:38][N:9]3[C:8]4[C:24]([CH3:26])=[CH:25][C:5]([C:3]([OH:2])=[O:4])=[CH:6][C:7]=4[N:11]=[C:10]3[C:12](=[O:23])[NH:13][CH:14]3[CH2:19][CH2:18][N:17]([CH:20]4[CH2:22][CH2:21]4)[CH2:16][CH2:15]3)[CH:34]=2)=[CH:30][CH:29]=1.[Cl:27][C:28]1[S:32][C:31]([C:33]2[O:37][N:36]=[C:35]([CH2:38][N:11]3[C:7]4[CH:6]=[C:5]([C:3]([OH:2])=[O:4])[CH:25]=[C:24]([CH3:26])[C:8]=4[N:9]=[C:10]3[C:12](=[O:23])[NH:13][CH:14]3[CH2:19][CH2:18][N:17]([CH:20]4[CH2:21][CH2:22]4)[CH2:16][CH2:15]3)[CH:34]=2)=[CH:30][CH:29]=1. Procedure: 1-[5-(5-Chloro-thiophen-2-yl)-isoxazol-3-ylmethyl]-2-(1-cyclopropyl-piperidin-4-ylcarbamoyl)-7-methyl-1H-benzoimidazole-5-carboxylic acid and 3-[5-(5-Chloro-thiophen-2-yl)-isoxazol-3-ylmethyl]-2-(1-cyclopropyl-piperidin-4-ylcarbamoyl)-7-methyl-3H-benzoimidazole-5-carboxylic acid were prepared by a procedure according to example 81 starting from 200 mg (0.56 mmol) 2-(1-Cyclopropyl-piperidin-4-ylcarbamoyl)-7-methyl-1H-benzoimidazole-5-carboxylic acid methyl ester and 164.8 mg (0.56 mmol) methanesu... Run in C(C)#N (acetonitrile). Isolated yield 61.8%. Reported procedure: 2-(Methyl(2-methyl-2-nitropropyl)amino)ethyl methanesulfonate (12.0 g, 47.2 mmol) was dissolved into anhydrous acetonitrile (200 mL) and solid potassium thioacetate (5.93 g, 1.1 equiv, 51.9 mmol) was added to flask in one portion. The suspension was heated at 50° C. for 4 h. The red slurry was filtered and the solid washed with ethyl acetate (3×150 mL). The filtrate was concentrated to a red brown oil and purified on an ISCO purification system using a 120 g SiO2 column and the following gradien... The reactants are CS(=O)(=O)OCCN(CC(C)([N+](=O)[O-])C)C (2-(Methyl(2-methyl-2-nitropropyl)amino)ethyl methanesulfonate), C(C)(=S)[O-].[K+] (potassium thioacetate). RXN SMILES: CS(O[CH2:6][CH2:7][N:8]([CH3:16])[CH2:9][C:10]([CH3:15])([N+:12]([O-:14])=[O:13])[CH3:11])(=O)=O.[C:17]([O-:20])(=[S:19])[CH3:18].[K+]>C(#N)C>[C:17](=[O:20])([S:19][CH2:6][CH2:7][N:8]([CH3:16])[CH2:9][C:10]([CH3:11])([N+:12]([O-:14])=[O:13])[CH3:15])[CH3:18] |f:1.2|. Yields the product C(C)(SCCN(CC(C)([N+](=O)[O-])C)C)=O (S-2-(Methyl(2-methyl-2-nitropropyl)amino)ethyl ethanethioate). Run at temperature 50 celsius.